This data is from the Open Reaction Database (ORD), a public repository of structured organic reaction records. The task is: describe an organic reaction: reactants, conditions, products, and yield Reactants: O=C([O-])N(Cc1ccccc1)c1ccc2c(c1)CC1(C2)N=C(c2ccccc2)NC1=O, CO. Yields the product Nc1ccc2c(c1)CC1(C2)N=C(c2ccccc2)NC1=O. RXN SMILES: [CH2:1]([c:5]1[cH:6][cH:7][cH:9][cH:10][cH:11]1)[N:8]([C:2](=[O:3])[O-:4])[c:12]1[cH:13][c:14]2[c:29]([cH:30][cH:31]1)[CH2:28][C:16]1([CH2:15]2)[N:17]=[C:18]([c:22]2[cH:23][cH:24][cH:25][cH:26][cH:27]2)[NH:19][C:20]1=[O:21].[CH3:32][OH:33]>>[NH2:8][c:12]1[cH:13][c:14]2[c:29]([cH:30][cH:31]1)[CH2:28][C:16]1([CH2:15]2)[N:17]=[C:18]([c:22]2[cH:23][cH:24][cH:25][cH:26][cH:27]2)[NH:19][C:20]1=[O:21]. The reactants are CO, CC1=Cc2ccc(Cl)cc2C(c2ccc([N+](=O)[O-])c(C)c2)=NN1C(=O)NC1CC1, ClCCl, NN, O. Product: CC1=Cc2ccc(Cl)cc2C(c2ccc(N)c(C)c2)=NN1C(=O)NC1CC1. RXN SMILES: [CH3:33][OH:34].[CH:1]1([NH:4][C:5](=[O:6])[N:7]2[N:8]=[C:9]([c:20]3[cH:21][c:22]([CH3:29])[c:23]([N+:26]([O-:27])=[O:28])[cH:24][cH:25]3)[c:10]3[c:11]([cH:15][cH:16][c:17]([Cl:19])[cH:18]3)[CH:12]=[C:13]2[CH3:14])[CH2:2][CH2:3]1.[Cl:35][CH2:36][Cl:37].[NH2:31][NH2:32].[OH2:30]>>[CH:1]1([NH:4][C:5](=[O:6])[N:7]2[N:8]=[C:9]([c:20]3[cH:21][c:22]([CH3:29])[c:23]([NH2:26])[cH:24][cH:25]3)[c:10]3[c:11]([cH:15][cH:16][c:17]([Cl:19])[cH:18]3)[CH:12]=[C:13]2[CH3:14])[CH2:2][CH2:3]1. Reactants: ClC=1N=C2N(C(C1)=O)CC(CN2)(C)C (2-chloro-7,7-dimethyl-6,7,8,9-tetrahydro-4H-pyrimido[1,2-a]pyrimidin-4-one), N1CCOCC1 (morpholine). The product is CC1(CNC=2N(C(C=C(N2)N2CCOCC2)=O)C1)C (7,7-dimethyl-2-(morpholin-4-yl)-6,7,8,9-tetrahydro-4H-pyrimido[1,2-a]pyrimidin-4-one). The yield is 62.0%. Reaction SMILES: Cl[C:2]1[N:3]=[C:4]2[NH:12][CH2:11][C:10]([CH3:14])([CH3:13])[CH2:9][N:5]2[C:6](=[O:8])[CH:7]=1.[NH:15]1[CH2:20][CH2:19][O:18][CH2:17][CH2:16]1>>[CH3:13][C:10]1([CH3:14])[CH2:9][N:5]2[C:6](=[O:8])[CH:7]=[C:2]([N:15]3[CH2:20][CH2:19][O:18][CH2:17][CH2:16]3)[N:3]=[C:4]2[NH:12][CH2:11]1. Procedure: 0.7 g of 2-chloro-7,7-dimethyl-6,7,8,9-tetrahydro-4H-pyrimido[1,2-a]pyrimidin-4-one in 5 mL of morpholine are heated in the microwave oven to 80° C. for 1 h30 mins. The crude is purified by flash chromatography on silica gel SiO2 (100% CH2Cl2 to 92/8 CH2Cl2/MeOH). 0.58 g (yield=62%) of 7,7-dimethyl-2-(morpholin-4-yl)-6,7,8,9-tetrahydro-4H-pyrimido[1,2-a]pyrimidin-4-one are obtained as a white solid including the following characteristics: Starting materials: CN1[C@@H]2CC[C@H]1C[C@@H](C2)O (pseudotropine), C(=O)=O (dry ice), [OH-].[Na+] (NaOH), S(=O)(Cl)Cl (thionyl chloride). Solvent: C(Cl)Cl (CH2Cl2), C(Cl)(Cl)Cl (CHCl3). Run at time 8 hour. Yields the product ClC1CC2CCC(C1)N2C (3-Chloro-8-methyl-8-azabicyclo[3.2.1]octane). RXN SMILES: [CH3:1][N:2]1[C@@H:6]2[CH2:7][C@H:8](O)[CH2:9][C@H:3]1[CH2:4][CH2:5]2.S(Cl)([Cl:13])=O.[OH-].[Na+].C(=O)=O>C(Cl)Cl.C(Cl)(Cl)Cl>[Cl:13][CH:8]1[CH2:9][CH:3]2[N:2]([CH3:1])[CH:6]([CH2:5][CH2:4]2)[CH2:7]1 |f:2.3|. Procedure details: To a solution of 95 g pseudotropine in 420 ml abs. CHCl3 are added dropwise at 0° 195 ml thionyl chloride within 20 minutes. The reaction mixture is refluxed for 4 hours, then left overnight at room temperature and then heated to 60°-65° for 3 hours. The mixture is then diluted with CH2Cl2 to a volume of ca. 100 to 150 ml and poured on ice-water. A 35% aqueous NaOH solution is added to a pH 11 and then dry ice to a pH 10. After extraction with CH2Cl2 and distillation of the extracts (second frac... Reactants: ice, C(C(=O)Cl)(=O)Cl (oxalyl chloride), CC1=C2C=CNC2=CC=C1 (4-methyl-1H-indole), O1CCCC1 (tetrahydrofuran). Run in C(C)OCC (diethyl ether), C(C)O (Ethanol), C(C)N(CC)CC (Triethylamine), [Cl-].[Na+].O (brine), C(C)OCC (diethyl ether). Product: CC1=C2C(=CNC2=CC=C1)C(C(=O)OCC)=O (ethyl (4-methyl-1H-indol-3-yl)-oxo-acetate). As a reaction SMILES: [CH3:1][C:2]1[CH:10]=[CH:9][CH:8]=[C:7]2[C:3]=1[CH:4]=[CH:5][NH:6]2.[O:11]1CC[CH2:13][CH2:12]1.[C:16](Cl)(=[O:20])[C:17](Cl)=[O:18]>[Cl-].[Na+].O.C(OCC)C.C(N(CC)CC)C.C(O)C>[CH3:1][C:2]1[CH:10]=[CH:9][CH:8]=[C:7]2[C:3]=1[C:4]([C:16](=[O:20])[C:17]([O:11][CH2:12][CH3:13])=[O:18])=[CH:5][NH:6]2 |f:3.4.5|. Procedure: A mixture of 4-methyl-1H-indole (15.7 g, 0.12 mol), diethyl ether (300 mL) and tetrahydrofuran (300 mL) was stirred at room temperature. To this solution was added oxalyl chloride (22.8 g, 0.18 mol) drop wise. The resulting solution was stirred at room temperature for 16 h. Ethanol (100 mL) was added, and the mixture was stirred for 5 min. Triethylamine (100 mL) was added under cooling (20-30° C.) and then ice (200 mL) and brine (1 L). The aqueous phase was extracted with ethyl acetate, and the ...